This data is from the Open Reaction Database (ORD), a public repository of structured organic reaction records. The task is: describe an organic reaction: reactants, conditions, products, and yield Starting materials: O=[N+]([O-])O, O=S(=O)(O)O, COC(=O)c1ccc(C(=O)OC)cc1. Yields the product COC(=O)c1ccc(C(=O)OC)c([N+](=O)[O-])c1. RXN SMILES: [OH:20][N+:21]([O-:22])=[O:23].[S:15](=[O:16])(=[O:17])([OH:18])[OH:19].[c:1]1([C:11](=[O:12])[O:13][CH3:14])[cH:2][cH:3][c:4]([C:7](=[O:8])[O:9][CH3:10])[cH:5][cH:6]1>>[c:1]1([C:11](=[O:12])[O:13][CH3:14])[cH:2][c:3]([N+:21](=[O:20])[O-:22])[c:4]([C:7](=[O:8])[O:9][CH3:10])[cH:5][cH:6]1. Reactants: FC1=C(C=CC=C1)O (2-fluorophenol), BrC[C@@H](CCl)C ((2R)-1-bromo-3-chloro-2-methylpropane). Product: ClC[C@H](COC1=C(C=CC=C1)F)C (1-{[(2S)-3-CHLORO-2-METHYLPROPYL]OXY}-2-FLUOROBENZENE). As a reaction SMILES: [F:1][C:2]1[CH:7]=[CH:6][CH:5]=[CH:4][C:3]=1[OH:8].Br[CH2:10][C@H:11]([CH3:14])[CH2:12][Cl:13]>>[Cl:13][CH2:12][C@@H:11]([CH3:14])[CH2:10][O:8][C:3]1[CH:4]=[CH:5][CH:6]=[CH:7][C:2]=1[F:1]. Procedure: Prepared by Procedure U and Scheme AK using 2-fluorophenol and (2R)-1-bromo-3-chloro-2-methylpropane. Reactants: Cc1cc(C(=O)O)ccc1N1CCCN(C)CC1, O=S(Cl)Cl. Reaction SMILES: [CH3:1][c:2]1[cH:3][c:4]([C:5](=[O:6])[OH:7])[cH:8][cH:9][c:10]1[N:11]1[CH2:12][CH2:13][N:14]([CH3:18])[CH2:15][CH2:16][CH2:17]1.[S:19]([Cl:20])([Cl:21])=[O:22]>>[CH3:1][c:2]1[cH:3][c:4]([C:5](=[O:6])[OH:7])[cH:8][cH:9][c:10]1[N:11]1[CH2:12][CH2:13][N:14]([CH3:18])[CH2:15][CH2:16][CH2:17]1.[Cl-:21]. Product: Cc1cc(C(=O)O)ccc1N1CCCN(C)CC1, [Cl-]. Starting materials: II (iodine), [OH-].[Na+] (sodium hydroxide), ClC1=CC=NC2=CC=C(C=C12)C (4-chloro-6-methylquinoline), BrC1=CC=C(C=C1)C (p-bromotoluene), C(CCC)[Li] (butyl lithium), solution. Solvent: O (water), CCCCCC (hexane), CCOCC (ether), CCOCC (ether). Reaction conditions: time 10 minute. Product: ClC1=CC(=NC2=CC=C(C=C12)C)C1=CC=C(C=C1)C (4-chloro-6-methyl-2-(4-methylphenyl)quinoline). RXN SMILES: Br[C:2]1[CH:7]=[CH:6][C:5]([CH3:8])=[CH:4][CH:3]=1.C([Li])CCC.[Cl:14][C:15]1[C:24]2[C:19](=[CH:20][CH:21]=[C:22]([CH3:25])[CH:23]=2)[N:18]=[CH:17][CH:16]=1.II.[OH-].[Na+]>CCOCC.CCCCCC.O>[Cl:14][C:15]1[C:24]2[C:19](=[CH:20][CH:21]=[C:22]([CH3:25])[CH:23]=2)[N:18]=[C:17]([C:2]2[CH:7]=[CH:6][C:5]([CH3:8])=[CH:4][CH:3]=2)[CH:16]=1 |f:4.5|. Procedure: To a solution of 4.3 g (25 mmol) of p-bromotoluene in 50 ml of ether cooled to 5° was dropwise added 15 ml of a 1.6M solution of butyl lithium in hexane, while maintaining the temperature below 5°. This mixture was stirred at 5° for 10 min and at 30° for 10 min. and then cooled to -20°. A solution of 4.0 g (22 mmol) of 4-chloro-6-methylquinoline, prepared as in Example 25, in 20 ml of ether was added while maintaining the temperature at -20°. It was then allowed to stir at room temperature for 1... Starting materials: FC1=C(C(=CC=C1)F)CCCNC(CN1CCCCC1)C1=C(C=CC=C1C)C ([3-(2,6-difluorophenyl)propyl]-[1-(2,6-dimethylphenyl)-2-piperidin-1-ylethyl]amine), CN(C)C(=[N+](C)C)ON1C2=C(C=CC=C2)N=N1.[B-](F)(F)(F)F (TBTU), CCN(C(C)C)C(C)C (DIPEA), C(C)(=O)O (acetic acid), C(=O)(O)[O-].[Na+] (NaHCO3). The solvent is C(C)(=O)OCC (ethyl acetate), C1CCOC1 (THF). Conditions: time 6 hour. The product is FC1=C(C(=CC=C1)F)CCCN(C(C)=O)C(CN1CCCCC1)C1=C(C=CC=C1C)C (N-[3-(2,6-difluorophenyl)propyl]-[1-(2,6-dimethylphenyl)-2-piperidin-1-ylethyl]-N-acetylamine). Reaction SMILES: [F:1][C:2]1[CH:7]=[CH:6][CH:5]=[C:4]([F:8])[C:3]=1[CH2:9][CH2:10][CH2:11][NH:12][CH:13]([C:21]1[C:26]([CH3:27])=[CH:25][CH:24]=[CH:23][C:22]=1[CH3:28])[CH2:14][N:15]1[CH2:20][CH2:19][CH2:18][CH2:17][CH2:16]1.CCN(C(C)C)C(C)C.[C:38](O)(=[O:40])[CH3:39].CN(C(ON1N=NC2C=CC=CC1=2)=[N+](C)C)C.[B-](F)(F)(F)F.C([O-])(O)=O.[Na+]>C1COCC1.C(OCC)(=O)C>[F:8][C:4]1[CH:5]=[CH:6][CH:7]=[C:2]([F:1])[C:3]=1[CH2:9][CH2:10][CH2:11][N:12]([CH:13]([C:21]1[C:26]([CH3:27])=[CH:25][CH:24]=[CH:23][C:22]=1[CH3:28])[CH2:14][N:15]1[CH2:16][CH2:17][CH2:18][CH2:19][CH2:20]1)[C:38](=[O:40])[CH3:39] |f:3.4,5.6|. Procedure: 150 mg (0.39 mmol) of [3-(2,6-difluorophenyl)propyl]-[1-(2,6-dimethylphenyl)-2-piperidin-1-ylethyl]amine (corresponds to Example 35) is placed in 3 ml of THF. Then 0.07 ml of DIPEA and 0.02 ml (0.39 mmol) of acetic acid are added; and finally 124.6 mg (0.39 mmol) of TBTU are added. The mixture is then stirred for 6 hours at room temperature, the solvent is eliminated, ethyl acetate and saturated NaHCO3 solution are added, and the resulting mixture is stirred for 15 minutes. The phases are separa... Reactants: CC(=O)O[BH-](OC(C)=O)OC(C)=O, CC(C)(C)OC(=O)N1CCC(Nc2ccc(F)c(Cl)c2)C1, CC(=O)O, ClCCl, [Na+], O=C1CCCCC1. Product: CC(C)(C)OC(=O)N1CCC(N(c2ccc(F)c(Cl)c2)C2CCCCC2)C1. Reaction SMILES: [C:33]([O:34][BH-:35]([O:36][C:37](=[O:38])[CH3:39])[O:40][C:41](=[O:42])[CH3:43])(=[O:44])[CH3:45].[C:5]([CH3:6])([CH3:7])([CH3:8])[O:9][C:10](=[O:11])[N:12]1[CH2:13][CH:14]([NH:17][c:18]2[cH:19][c:20]([Cl:25])[c:21]([F:24])[cH:22][cH:23]2)[CH2:15][CH2:16]1.[CH3:1][C:2](=[O:3])[OH:4].[Cl:47][CH2:48][Cl:49].[Na+:46].[O:26]=[C:27]1[CH2:28][CH2:29][CH2:30][CH2:31][CH2:32]1>>[C:5]([CH3:6])([CH3:7])([CH3:8])[O:9][C:10](=[O:11])[N:12]1[CH2:13][CH:14]([N:17]([c:18]2[cH:19][c:20]([Cl:25])[c:21]([F:24])[cH:22][cH:23]2)[CH:27]2[CH2:28][CH2:29][CH2:30][CH2:31][CH2:32]2)[CH2:15][CH2:16]1. As a reaction SMILES: C(C1C=CC=CC=1N[N:11]=[C:12]([C:15]#[N:16])[C:13]#[N:14])(C)C.[CH:17]([C:20]1[CH:26]=[CH:25][CH:24]=[CH:23][C:21]=1[NH2:22])([CH3:19])[CH3:18].C(#N)CC#N.O.[NH2:33][NH2:34]>>[CH:17]([C:20]1[CH:26]=[CH:25][CH:24]=[CH:23][C:21]=1[NH:22][N:11]=[C:12]1[C:13]([NH2:14])=[N:34][N:33]=[C:15]1[NH2:16])([CH3:19])[CH3:18] |f:3.4|. Reported procedure: 4-[(2-isopropylphenyl)hydrazono]-4H-pyrazole-3,5-diamine was prepared using 106 mg (0.5 mmol) of 2-[(2-isopropylphenyl)hydrazono]malononitrile, which was derived from 2-isopropylaniline (142 μL, 1.0 mmol) and malononitrile (1.5 mmol), and hydrazine hydrate. Precipitate formed in the reaction tube approximately 5 minutes after the addition of hydrazine hydrate. The resulting solid was isolated by filtration, washed with ethanol, and dried to yield 90 mg (73%) of the compound as a greenish yellow ... The reactants are C(CC#N)#N (malononitrile), O.NN (hydrazine hydrate), C(C)(C)C1=C(C=CC=C1)NN=C(C#N)C#N (2-[(2-isopropylphenyl)hydrazono]malononitrile), C(C)(C)C1=C(N)C=CC=C1 (2-isopropylaniline), O.NN (hydrazine hydrate). Yields the product C(C)(C)C1=C(C=CC=C1)NN=C1C(=NN=C1N)N (4-[(2-isopropylphenyl)hydrazono]-4H-pyrazole-3,5-diamine), compound. Yield: 73.0%.